The task is: describe an organic reaction: reactants, conditions, products, and yield. This data is from the Open Reaction Database (ORD), a public repository of structured organic reaction records. Starting materials: ClC1=NC=C(C(=O)NC2=CC=C(C=C2)OC(F)(F)Cl)C=C1C1=CC=NN1C1OCCCC1 (6-chloro-N-(4-(chlorodifluoromethoxy)phenyl)-5-(1-(tetrahydro-2H-pyran-2-yl)-1H-pyrazol-5-yl)nicotinamide), CC1(CNC1)O (3-methylazetidin-3-ol). Yields the product ClC(OC1=CC=C(C=C1)NC(C1=CN=C(C(=C1)C1=CC=NN1)N1CC(C1)(C)O)=O)(F)F (N-(4-(Chlorodifluoromethoxy)phenyl)-6-(3-hydroxy-3-methylazetidin-1-yl)-5-(1H-pyrazol-5-yl)nicotinamide). RXN SMILES: Cl[C:2]1[C:21]([C:22]2[N:26](C3CCCCO3)[N:25]=[CH:24][CH:23]=2)=[CH:20][C:5]([C:6]([NH:8][C:9]2[CH:14]=[CH:13][C:12]([O:15][C:16]([Cl:19])([F:18])[F:17])=[CH:11][CH:10]=2)=[O:7])=[CH:4][N:3]=1.[CH3:33][C:34]1([OH:38])[CH2:37][NH:36][CH2:35]1>>[Cl:19][C:16]([F:17])([F:18])[O:15][C:12]1[CH:11]=[CH:10][C:9]([NH:8][C:6](=[O:7])[C:5]2[CH:20]=[C:21]([C:22]3[NH:26][N:25]=[CH:24][CH:23]=3)[C:2]([N:36]3[CH2:37][C:34]([OH:38])([CH3:33])[CH2:35]3)=[N:3][CH:4]=2)=[CH:14][CH:13]=1. Procedure details: The title compound was prepared in an analogous fashion to that described in Example 33 using 6-chloro-N-(4-(chlorodifluoromethoxy)phenyl)-5-(1-(tetrahydro-2H-pyran-2-yl)-1H-pyrazol-5-yl)nicotinamide (Stage 48.2) and 3-methylazetidin-3-ol to afford a white powder. HPLC (Condition 4) tR=4.8 min, UPLC-MS (Condition 3) tR=0.94 min, m/z=450 [M+H]+; 1H-NMR (400 MHz, DMSO-d6) δ ppm 1.30 (s, 3H) 3.61 (s, 4H) 5.41 (s, 1H) 6.41 (br. s, 1H) 7.31 (d, J=8.60 Hz, 2H) 7.74-7.90 (m, 3H) 7.99-8.09 (m, 1H) 8.70 ... Reactants: NC=1C(=NC=CC1)/C=C/C(=O)OC ((E)-methyl 3-(3-aminopyridin-2-yl)acrylate), C[O-].[Na+] (sodium methoxide). The solvent is CO (MeOH), CO (methanol). Conditions: temperature 60 celsius. The product is N1C(C=CC2=NC=CC=C12)=O (1,5-naphthyridin-2(1H)-one). Reaction SMILES: [NH2:1][C:2]1[C:3](/[CH:8]=[CH:9]/[C:10]([O:12]C)=O)=[N:4][CH:5]=[CH:6][CH:7]=1.C[O-].[Na+]>CO>[NH:1]1[C:2]2[C:3](=[N:4][CH:5]=[CH:6][CH:7]=2)[CH:8]=[CH:9][C:10]1=[O:12] |f:1.2|. Reported procedure: To a room temperature solution of (E)-methyl 3-(3-aminopyridin-2-yl)acrylate (3.63 g, 20.37 mmol) in MeOH (40 mL) was added sodium methoxide, 25 wt % solution in methanol (20.00 mL, 90 mmol). The reaction was heated at 60° C. for 6 h, the mixture was cooled to room temperature and the solvent was removed in vacuo to give tan solid. ESI-MS 147.0 [M+1]. Reactants: CC(C)(C)OC(=O)Nc1ccc(B(O)O)cc1, O=C(OCc1ccccc1)N1CCCC1c1ncc(-c2ccc(Br)cc2)[nH]1, COCCOC, [K+], [K+], N#N, O=C([O-])[O-], c1ccc(P(c2ccccc2)(c2ccccc2)[Pd](P(c2ccccc2)(c2ccccc2)c2ccccc2)(P(c2ccccc2)(c2ccccc2)c2ccccc2)P(c2ccccc2)(c2ccccc2)c2ccccc2)cc1. Product: CC(C)(C)OC(=O)Nc1ccc(-c2ccc(-c3cnc(C4CCCN4C(=O)OCc4ccccc4)[nH]3)cc2)cc1. As a reaction SMILES: [C:28]([CH3:29])([CH3:30])([CH3:31])[O:32][C:33](=[O:34])[NH:35][c:36]1[cH:37][cH:38][c:39]([B:42]([OH:43])[OH:44])[cH:40][cH:41]1.[CH2:1]([c:2]1[cH:3][cH:4][cH:5][cH:6][cH:7]1)[O:8][C:9](=[O:10])[N:11]1[CH:12]([c:16]2[nH:17][c:18](-[c:21]3[cH:22][cH:23][c:24]([Br:27])[cH:25][cH:26]3)[cH:19][n:20]2)[CH2:13][CH2:14][CH2:15]1.[CH3:130][O:131][CH2:132][CH2:133][O:134][CH3:135].[K+:45].[K+:46].[N:51]#[N:52].[O-:47][C:48]([O-:49])=[O:50].[cH:53]1[cH:54][cH:55][c:56]([P:57]([Pd:58]([P:59]([c:60]2[cH:61][cH:62][cH:63][cH:64][cH:65]2)([c:66]2[cH:67][cH:68][cH:69][cH:70][cH:71]2)[c:72]2[cH:73][cH:74][cH:75][cH:76][cH:77]2)([P:78]([c:79]2[cH:80][cH:81][cH:82][cH:83][cH:84]2)([c:85]2[cH:86][cH:87][cH:88][cH:89][cH:90]2)[c:91]2[cH:92][cH:93][cH:94][cH:95][cH:96]2)[P:97]([c:98]2[cH:99][cH:100][cH:101][cH:102][cH:103]2)([c:104]2[cH:105][cH:106][cH:107][cH:108][cH:109]2)[c:110]2[cH:111][cH:112][cH:113][cH:114][cH:115]2)([c:116]2[cH:117][cH:118][cH:119][cH:120][cH:121]2)[c:122]2[cH:123][cH:124][cH:125][cH:126][cH:127]2)[cH:128][cH:129]1>>[CH2:1]([c:2]1[cH:3][cH:4][cH:5][cH:6][cH:7]1)[O:8][C:9](=[O:10])[N:11]1[CH:12]([c:16]2[nH:17][c:18](-[c:21]3[cH:22][cH:23][c:24](-[c:39]4[cH:38][cH:37][c:36]([NH:35][C:33]([O:32][C:28]([CH3:29])([CH3:30])[CH3:31])=[O:34])[cH:41][cH:40]4)[cH:25][cH:26]3)[cH:19][n:20]2)[CH2:13][CH2:14][CH2:15]1. The reactants are NC1=C2C(=NC=N1)N(N=C2C2=CC=C(C=C2)OC2=C(C=CC=C2)F)C[C@@H]2N(CCC2)C(CC#N)=O (3-[(2R)-2-([4-amino-3-[4-(2-fluorophenoxy)phenyl]-1H-pyrazolo[3,4-d]pyrimidin-1-yl]methyl)pyrrolidin-1-yl]-3-oxopropanenitrile), N1CCCCC1 (piperidine), C1(CC1)C=O (cyclopropanecarbaldehyde). Solvent: CO (methanol). Reaction conditions: time 1 hour. Yields the product NC1=C2C(=NC=N1)N(N=C2C2=CC=C(C=C2)OC2=C(C=CC=C2)F)C[C@@H]2N(CCC2)C(=O)C(C#N)=CC2CC2 ((R)-2-(2-((4-amino-3-(4-(2-fluorophenoxy)phenyl)-1H-pyrazolo[3,4-d]pyrimidin-1-yl)methyl)pyrrolidine-1-carbonyl)-3-cyclopropylacrylonitrile). Isolated yield 31.1%. As a reaction SMILES: [NH2:1][C:2]1[N:7]=[CH:6][N:5]=[C:4]2[N:8]([CH2:25][C@H:26]3[CH2:30][CH2:29][CH2:28][N:27]3[C:31](=[O:35])[CH2:32][C:33]#[N:34])[N:9]=[C:10]([C:11]3[CH:16]=[CH:15][C:14]([O:17][C:18]4[CH:23]=[CH:22][CH:21]=[CH:20][C:19]=4[F:24])=[CH:13][CH:12]=3)[C:3]=12.N1[CH2:41][CH2:40][CH2:39][CH2:38]C1.C1(C=O)CC1>CO>[NH2:1][C:2]1[N:7]=[CH:6][N:5]=[C:4]2[N:8]([CH2:25][C@H:26]3[CH2:30][CH2:29][CH2:28][N:27]3[C:31]([C:32](=[CH:38][CH:39]3[CH2:41][CH2:40]3)[C:33]#[N:34])=[O:35])[N:9]=[C:10]([C:11]3[CH:16]=[CH:15][C:14]([O:17][C:18]4[CH:23]=[CH:22][CH:21]=[CH:20][C:19]=4[F:24])=[CH:13][CH:12]=3)[C:3]=12. Procedure details: Into a 50 mL round-bottom flask, was placed a solution of 3-[(2R)-2-([4-amino-3-[4-(2-fluorophenoxy)phenyl]-1H-pyrazolo[3,4-d]pyrimidin-1-yl]methyl)pyrrolidin-1-yl]-3-oxopropanenitrile (50 mg, 0.11 mmol, 1.00 equiv) in methanol (10 mL), piperidine (50 mg, 0.59 mmol, 6.73 equiv), and cyclopropanecarbaldehyde (50 mg, 0.71 mmol, 5.54 equiv). The resulting solution was stirred for 1 h at room temperature and then concentrated under vacuum. The residue was loaded onto a silica gel column and eluted w... The reactants are CCO, O=C1c2ccccc2C(=O)N1CCc1nnc2n1-c1ccc(F)cc1C(c1ccccc1)=NC2, NN, O. Yields the product NCCc1nnc2n1-c1ccc(F)cc1C(c1ccccc1)=NC2. As a reaction SMILES: [CH3:38][CH2:39][OH:40].[F:1][c:2]1[cH:3][cH:4][c:5]2[c:6]([cH:34]1)[C:7]([c:28]1[cH:29][cH:30][cH:31][cH:32][cH:33]1)=[N:8][CH2:9][c:10]1[n:11]-2[c:12]([CH2:15][CH2:16][N:17]2[C:18](=[O:19])[c:20]3[cH:21][cH:22][cH:23][cH:24][c:25]3[C:26]2=[O:27])[n:13][n:14]1.[NH2:36][NH2:37].[OH2:35]>>[F:1][c:2]1[cH:3][cH:4][c:5]2[c:6]([cH:34]1)[C:7]([c:28]1[cH:29][cH:30][cH:31][cH:32][cH:33]1)=[N:8][CH2:9][c:10]1[n:11]-2[c:12]([CH2:15][CH2:16][NH2:17])[n:13][n:14]1. The reactants are [I-].C[N+]1=CN(C=C1)C(\N=C\1/SC(=CN1C1=CC2=C(OC(C(O2)(F)F)(F)F)C=C1)C)=O ((Z)-3-Methyl-1-(5-methyl-3-(2,2,3,3-tetrafluoro-2,3-dihydrobenzo[b][1,4]dioxin-6-yl)thiazol-2(3H)-ylidenecarbamoyl)-1H-imidazol-3-ium iodide), Cl.F[C@H]1CNCC1 ((R)-3-fluoropyrrolidine hydrochloride), CCN(C(C)C)C(C)C (Hunig's base). The solvent is C(C)#N (acetonitrile). Run at temperature 30 celsius, time 12 hour. Yields the product F[C@H]1CN(CC1)C(=O)\N=C\1/SC(=CN1C1=CC2=C(OC(C(O2)(F)F)(F)F)C=C1)C ((3R)-3-fluoro-N-[(2Z)-5-methyl-3-(2,2,3,3-tetrafluoro-2,3-dihydro-1,4-benzodioxin-6-yl)-1,3-thiazol-2(3H)-ylidene]pyrrolidine-1-carboxamide). RXN SMILES: [I-].C[N+]1C=CN([C:8](=[O:30])/[N:9]=[C:10]2\[S:11][C:12]([CH3:29])=[CH:13][N:14]\2[C:15]2[CH:28]=[CH:27][C:18]3[O:19][C:20]([F:26])([F:25])[C:21]([F:24])([F:23])[O:22][C:17]=3[CH:16]=2)C=1.Cl.[F:32][C@@H:33]1[CH2:37][CH2:36][NH:35][CH2:34]1.CCN(C(C)C)C(C)C>C(#N)C>[F:32][C@@H:33]1[CH2:37][CH2:36][N:35]([C:8](/[N:9]=[C:10]2\[S:11][C:12]([CH3:29])=[CH:13][N:14]\2[C:15]2[CH:28]=[CH:27][C:18]3[O:19][C:20]([F:26])([F:25])[C:21]([F:23])([F:24])[O:22][C:17]=3[CH:16]=2)=[O:30])[CH2:34]1 |f:0.1,2.3|. Procedure: (Z)-3-Methyl-1-(5-methyl-3-(2,2,3,3-tetrafluoro-2,3-dihydrobenzo[b][1,4]dioxin-6-yl)thiazol-2(3H)-ylidenecarbamoyl)-1H-imidazol-3-ium iodide (Example 81A, 250 mg, 0.45 mmol), (R)-3-fluoropyrrolidine hydrochloride (62 mg, 0.49 mmol) and Hunig's base (0.078 mL, 0.45 mmol) in acetonitrile (5 mL) were stirred at 55° C. for 3 hours. The reaction mixture was then cooled to 30° C. with continued stirring for 12 hours. The mixture was evaporated to dryness and purified by reverse phase HPLC to give the ... Starting materials: CC(C)c1ccc2c(Nc3cc(C(=O)Nc4ccccc4F)ccc3Oc3ccc(OCc4ccccc4)cc3)ncnc2n1, Cc1cc(C)c(C)c(C)c1C, O=C(O)C(F)(F)F. The product is CC(C)c1ccc2c(Nc3cc(C(=O)Nc4ccccc4F)ccc3Oc3ccc(O)cc3)ncnc2n1. Reaction SMILES: [CH2:1]([c:2]1[cH:3][cH:4][cH:5][cH:6][cH:7]1)[O:8][c:9]1[cH:10][cH:11][c:12]([O:13][c:14]2[c:15]([NH:30][c:31]3[c:32]4[c:33]([n:34][cH:35][n:36]3)[n:37][c:38]([CH:41]([CH3:42])[CH3:43])[cH:39][cH:40]4)[cH:16][c:17]([C:18](=[O:19])[NH:20][c:21]3[c:22]([F:27])[cH:23][cH:24][cH:25][cH:26]3)[cH:28][cH:29]2)[cH:44][cH:45]1.[CH3:46][c:47]1[c:48]([CH3:49])[c:50]([CH3:51])[c:52]([CH3:53])[c:54]([CH3:55])[cH:56]1.[OH:57][C:58]([C:59]([F:60])([F:61])[F:62])=[O:63]>>[OH:8][c:9]1[cH:10][cH:11][c:12]([O:13][c:14]2[c:15]([NH:30][c:31]3[c:32]4[c:33]([n:34][cH:35][n:36]3)[n:37][c:38]([CH:41]([CH3:42])[CH3:43])[cH:39][cH:40]4)[cH:16][c:17]([C:18](=[O:19])[NH:20][c:21]3[c:22]([F:27])[cH:23][cH:24][cH:25][cH:26]3)[cH:28][cH:29]2)[cH:44][cH:45]1. The reactants are O[C@H](C)[C@@H]1[C@@H]2N(C(=C([C@@H]2C)C2=CN3C(S2)=C(N=C3)CO)C(=O)OCC3=CC=C(C=C3)[N+](=O)[O-])C1=O (4-nitrobenzyl (1S,5R,6S)-6-((1R)-1-hydroxyethyl)-2-(7-hydroxymethylimidazo[5,1-b]thiazol-2-yl)-1-methyl-1-carbapen-2-em-3-carboxylate). The reagents and catalysts are [O-2].[O-2].[Mn+4] (manganese dioxide). Run in ClCCl (dichloromethane). Run at time 38 hour. Product: C(=O)C=1N=CN2C1SC(=C2)C=2[C@@H]([C@H]1N(C2C(=O)OCC2=CC=C(C=C2)[N+](=O)[O-])C([C@@H]1[C@@H](C)O)=O)C (4-nitrobenzyl (1S,5R,6S)-2-(7-formylimidazo[5,1-b]thiazol-2-yl)-6-((1R)-1-hydroxyethyl)-1-methyl-1-carbapen-2-em-3-carboxylate). Isolated yield 69.7%. As a reaction SMILES: [OH:1][C@@H:2]([C@H:4]1[C:34](=[O:35])[N:6]2[C:7]([C:21]([O:23][CH2:24][C:25]3[CH:30]=[CH:29][C:28]([N+:31]([O-:33])=[O:32])=[CH:27][CH:26]=3)=[O:22])=[C:8]([C:11]3[S:15][C:14]4=[C:16]([CH2:19][OH:20])[N:17]=[CH:18][N:13]4[CH:12]=3)[C@H:9]([CH3:10])[C@H:5]12)[CH3:3]>ClCCl.[O-2].[O-2].[Mn+4]>[CH:19]([C:16]1[N:17]=[CH:18][N:13]2[CH:12]=[C:11]([C:8]3[C@H:9]([CH3:10])[C@@H:5]4[C@@H:4]([C@H:2]([OH:1])[CH3:3])[C:34](=[O:35])[N:6]4[C:7]=3[C:21]([O:23][CH2:24][C:25]3[CH:26]=[CH:27][C:28]([N+:31]([O-:33])=[O:32])=[CH:29][CH:30]=3)=[O:22])[S:15][C:14]=12)=[O:20] |f:2.3.4|. Procedure details: To a solution of 183.0 mg of 4-nitrobenzyl (1S,5R,6S)-6-((1R)-1-hydroxyethyl)-2-(7-hydroxymethylimidazo[5,1-b]thiazol-2-yl)-1-methyl-1-carbapen-2-em-3-carboxylate in 15 ml of dichloromethane 15 ml was added 596.7 mg of manganese dioxide, and the mixture was stirred at room temperature for 38 hours. The catalyst was removed by filtration on Celite, and the filtrate was removed under reduced pressure. The residue thus obtained was purified by column chromatography on silica gel (ethyl acetate:meth...